describe an organic reaction: reactants, conditions, products, and yield From a dataset of the Open Reaction Database (ORD), a public repository of structured organic reaction records. Reactants: NC1=CC=C(C=C1)S(=O)(=NC(=O)OCC)CC ((RS)-S-(4-aminophenyl)-N-(ethoxycarbonyl)-S-ethyl sulfoximide), BrC=1C(=NC(=NC1)Cl)O[C@@H]([C@@H](C)O)C ((2R,3R)-3-[(5-bromo-2-chloropyrimidin-4-yl)oxy]-butan-2-ol), solution, Cl (HCl). Solvent: C(C)#N (acetonitrile), O1CCOCC1 (dioxane). Run at temperature 60 celsius, time 2 day. Yields the product BrC=1C(=NC(=NC1)NC1=CC=C(C=C1)S(=O)(=NC(=O)OCC)CC)O[C@@H]([C@@H](C)O)C ((RS)-S-[4-({5-bromo-4-[(1R,2R)-2-hydroxy-1-methylpropoxy]pyrimidin-2-yl}amino)phenyl]-N-(ethoxycarbonyl)-S-ethyl sulfoximide). Reaction SMILES: [NH2:1][C:2]1[CH:7]=[CH:6][C:5]([S:8]([CH2:16][CH3:17])(=[N:10][C:11]([O:13][CH2:14][CH3:15])=[O:12])=[O:9])=[CH:4][CH:3]=1.[Br:18][C:19]1[C:20]([O:26][C@H:27]([CH3:31])[C@H:28]([OH:30])[CH3:29])=[N:21][C:22](Cl)=[N:23][CH:24]=1.Cl>C(#N)C.O1CCOCC1>[Br:18][C:19]1[C:20]([O:26][C@H:27]([CH3:31])[C@H:28]([OH:30])[CH3:29])=[N:21][C:22]([NH:1][C:2]2[CH:7]=[CH:6][C:5]([S:8]([CH2:16][CH3:17])(=[N:10][C:11]([O:13][CH2:14][CH3:15])=[O:12])=[O:9])=[CH:4][CH:3]=2)=[N:23][CH:24]=1. Procedure: 128 mg (0.51 mmol) of (RS)-S-(4-aminophenyl)-N-(ethoxycarbonyl)-S-ethyl sulfoximide and 150 mg (0.53 mmol) of (2R,3R)-3-[(5-bromo-2-chloropyrimidin-4-yl)oxy]-butan-2-ol in 2 ml of acetonitrile are mixed with 0.12 ml of a 4N solution of HCl in dioxane. The batch is stirred for 2 days at 60° C. The solvent is removed, and the residue is purified by chromatography (DCM/EtOH 95:5). 43 mg (0.09 mmol, corresponding to 17% of theory) of the product is obtained. Starting materials: BrCC(=O)C1=CC=C(C=C1)OCCCl (α-bromo-p-(2-chloroethoxy)acetophenone), CC(=O)C (acetone), COC1=CC=C(C=C1)O (p-methoxyphenol), C([O-])([O-])=O.[K+].[K+] (potassium carbonate). Solvent: O (water). Reaction conditions: time 16 hour. The product is ClCCOC1=CC=C(C=C1)C(COC1=CC=C(C=C1)OC)=O (p-(2-chloroethoxy)-α-(p-methoxyphenoxy)acetophenone). As a reaction SMILES: Br[CH2:2][C:3]([C:5]1[CH:10]=[CH:9][C:8]([O:11][CH2:12][CH2:13][Cl:14])=[CH:7][CH:6]=1)=[O:4].[CH3:15][O:16][C:17]1[CH:22]=[CH:21][C:20]([OH:23])=[CH:19][CH:18]=1.C(=O)([O-])[O-].[K+].[K+].CC(C)=O>O>[Cl:14][CH2:13][CH2:12][O:11][C:8]1[CH:9]=[CH:10][C:5]([C:3](=[O:4])[CH2:2][O:23][C:20]2[CH:21]=[CH:22][C:17]([O:16][CH3:15])=[CH:18][CH:19]=2)=[CH:6][CH:7]=1 |f:2.3.4|. Reported procedure: A mixture of 27.7 g. (0.1 mol.) of α-bromo-p-(2-chloroethoxy)acetophenone, 12.4 g. (0.1 mol.) of p-methoxyphenol and 13.8 g. (0.1 mol.) of potassium carbonate in 75 ml. of dry acetone is refluxed with stirring for 16 hours. After cooling, the reaction mixture is poured into 500 ml. of water. The product is collected and dissolved in chloroform and the chloroform solution is washed with water, dried (MgSO4) and concentrated to give p-(2-chloroethoxy)-α-(p-methoxyphenoxy)acetophenone. Yields the product Cc1cc(C)c(S(=O)(=O)N(Cc2cccc(O)c2)c2ccc(C=CC(=O)NCCc3ccncc3)cc2)c(C)c1. Reactants: O=C([O-])O, C1COCCO1, CO, Cl, [Na+], C1CCOC1, Cc1cc(C)c(S(=O)(=O)N(Cc2cccc(OC3CCCCO3)c2)c2ccc(C=CC(=O)NCCc3ccncc3)cc2)c(C)c1. RXN SMILES: [C:48](=[O:49])([OH:50])[O-:51].[CH2:60]1[O:61][CH2:62][CH2:63][O:64][CH2:65]1.[CH3:53][OH:54].[ClH:47].[Na+:52].[O:55]1[CH2:56][CH2:57][CH2:58][CH2:59]1.[n:1]1[cH:2][cH:3][c:4]([CH2:7][CH2:8][NH:9][C:10]([CH:11]=[CH:12][c:13]2[cH:14][cH:15][c:16]([N:19]([S:20](=[O:21])(=[O:22])[c:23]3[c:24]([CH3:31])[cH:25][c:26]([CH3:30])[cH:27][c:28]3[CH3:29])[CH2:32][c:33]3[cH:34][c:35]([O:39][CH:40]4[CH2:41][CH2:42][CH2:43][CH2:44][O:45]4)[cH:36][cH:37][cH:38]3)[cH:17][cH:18]2)=[O:46])[cH:5][cH:6]1>>[n:1]1[cH:2][cH:3][c:4]([CH2:7][CH2:8][NH:9][C:10]([CH:11]=[CH:12][c:13]2[cH:14][cH:15][c:16]([N:19]([S:20](=[O:21])(=[O:22])[c:23]3[c:24]([CH3:31])[cH:25][c:26]([CH3:30])[cH:27][c:28]3[CH3:29])[CH2:32][c:33]3[cH:34][c:35]([OH:39])[cH:36][cH:37][cH:38]3)[cH:17][cH:18]2)=[O:46])[cH:5][cH:6]1. Reactants: [H-].[Na+] (sodium hydride), Cl (hydrochloric acid), CN(C=O)C (dimethylformamide), C(C(=O)C1=CC=CC=C1)NC1=C(N(C2=CC(=CC(=C12)Cl)Cl)C(=O)OC(C)(C)C)C(=O)OCC (3-[(phenacyl)amino]-2-carbethoxy-4,6-dichloro-1-tert-butyloxycarbonyl-indole), C(C)I (ethyl iodide), CN(C=O)C (dimethylformamide). Run at temperature -10 celsius, time 30 minute. The product is C(C(=O)C1=CC=CC=C1)CCNC1=C(N(C2=CC(=CC(=C12)Cl)Cl)C(=O)OC(C)(C)C)C(=O)OCC (3-[(Phenacyl)ethylamino]-2-carbethoxy-4,6-dichloro-1-tert-butyloxycarbonyl-indole). Reaction SMILES: [H-].[Na+].[CH2:3]([NH:12][C:13]1[C:21]2[C:16](=[CH:17][C:18]([Cl:23])=[CH:19][C:20]=2[Cl:22])[N:15]([C:24]([O:26][C:27]([CH3:30])([CH3:29])[CH3:28])=[O:25])[C:14]=1[C:31]([O:33][CH2:34][CH3:35])=[O:32])C(C1C=CC=CC=1)=O.[CH2:36](I)[CH3:37].Cl.CN(C)[CH:42]=[O:43]>>[CH2:36]([CH2:37][CH2:3][NH:12][C:13]1[C:21]2[C:16](=[CH:17][C:18]([Cl:23])=[CH:19][C:20]=2[Cl:22])[N:15]([C:24]([O:26][C:27]([CH3:30])([CH3:28])[CH3:29])=[O:25])[C:14]=1[C:31]([O:33][CH2:34][CH3:35])=[O:32])[C:42]([C:16]1[CH:21]=[CH:20][CH:19]=[CH:18][CH:17]=1)=[O:43] |f:0.1|. Procedure details: Suspend sodium hydride (52 mg of a 60% dispersion, 1.73 mmol) in anhydrous dimethylformamide and cool to -10° C. Add, by dropwise addition, a solution of 3-[(phenacyl)amino]-2-carbethoxy-4,6-dichloro-1-tert-butyloxycarbonyl-indole (0.75 g, 1.57 mmol) in dimethylformamide. Stir under a nitrogen atmosphere for 30 minutes. Add ethyl iodide (0.27 g, 1.73 mmol) and stir at -10° C. for 5 hours. Pour into 1N hydrochloric acid (100 mL) and extract into ethyl acetate. Separate the organic phase and dry (...